From a dataset of the Open Reaction Database (ORD), a public repository of structured organic reaction records. describe an organic reaction: reactants, conditions, products, and yield Reported procedure: 100 mg of (E)-N-(6,6-dimethyl-2-hepten-4-ynyl)-N-ethyl-3-hydroxybenzylamine was dissolved in 1 ml of anhydrous tetrahydrofuran, and 20 mg of 60% oily sodium hydride was added to the solution with ice cooling and stirring, and the mixture was stirred for 10 minutes. To the resulting solution was added 1 ml of a dimethylformamide solution of 100 mg of 3-(1-pyrrolyl)benzyl methanesulfonate, and the mixture was stirred overnight at room temperature. The solution was extracted by adding 20 ml of wate... Solvent: CCCCCC.C(C)(=O)OCC (hexane ethyl acetate), O1CCCC1 (tetrahydrofuran). RXN SMILES: [CH3:1][C:2]([CH3:20])([CH3:19])[C:3]#[C:4]/[CH:5]=[CH:6]/[CH2:7][N:8]([CH2:11][C:12]1[CH:17]=[CH:16][CH:15]=[C:14]([OH:18])[CH:13]=1)[CH2:9][CH3:10].[H-].[Na+].CN(C)C=O.CS(O[CH2:33][C:34]1[CH:39]=[CH:38][CH:37]=[C:36]([N:40]2[CH:44]=[CH:43][CH:42]=[CH:41]2)[CH:35]=1)(=O)=O>O1CCCC1.CCCCCC.C(OCC)(=O)C>[CH3:20][C:2]([CH3:19])([CH3:1])[C:3]#[C:4]/[CH:5]=[CH:6]/[CH2:7][N:8]([CH2:11][C:12]1[CH:17]=[CH:16][CH:15]=[C:14]([O:18][CH2:33][C:34]2[CH:39]=[CH:38][CH:37]=[C:36]([N:40]3[CH:44]=[CH:43][CH:42]=[CH:41]3)[CH:35]=2)[CH:13]=1)[CH2:9][CH3:10] |f:1.2,6.7|. The reactants are CC(C#C/C=C/CN(CC)CC1=CC(=CC=C1)O)(C)C ((E)-N-(6,6-dimethyl-2-hepten-4-ynyl)-N-ethyl-3-hydroxybenzylamine), CN(C=O)C (dimethylformamide), CS(=O)(=O)OCC1=CC(=CC=C1)N1C=CC=C1 (3-(1-pyrrolyl)benzyl methanesulfonate), [H-].[Na+] (sodium hydride). Yields the product CC(C#C/C=C/CN(CC)CC1=CC(=CC=C1)OCC1=CC(=CC=C1)N1C=CC=C1)(C)C ((E)-N-(6,6-dimethyl-2-hepten-4-ynyl)-N-ethyl-3-[3-(1-pyrrolyl)benzyloxy)benzylamine). The yield is 70.0%.